This data is from the Open Reaction Database (ORD), a public repository of structured organic reaction records. The task is: describe an organic reaction: reactants, conditions, products, and yield Starting materials: ClC=1NC2=C(N1)C=CC=C2 (2-chlorobenzimidazole), [H-].[Na+] (sodium hydride), O (water), C(C1=CC=CC=C1)Br (benzylbromide). Run in CN(C=O)C (dimethylformamide), CN(C=O)C (DMF). Reaction conditions: time 15 minute. Product: C(C1=CC=CC=C1)N1C(=NC2=C1C=CC=C2)Cl (1-Benzyl-2-chlorobenzimidazole). RXN SMILES: [Cl:1][C:2]1[NH:3][C:4]2[CH:10]=[CH:9][CH:8]=[CH:7][C:5]=2[N:6]=1.[H-].[Na+].[CH2:13](Br)[C:14]1[CH:19]=[CH:18][CH:17]=[CH:16][CH:15]=1.O>CN(C)C=O>[CH2:13]([N:3]1[C:4]2[CH:10]=[CH:9][CH:8]=[CH:7][C:5]=2[N:6]=[C:2]1[Cl:1])[C:14]1[CH:19]=[CH:18][CH:17]=[CH:16][CH:15]=1 |f:1.2|. Procedure details: A solution of 2-chlorobenzimidazole (100 g, 0.65 mol) in 500 ml of dimethylformamide (DMF) was added dropwise to a stirred suspension of 60% sodium hydride-mineral oil dispersion (28 g, 0.70 mol) in 500 ml of DMF. Mild intermittent cooling was required. After the addition was completed the mixture was stirred an additional 15 min and benzylbromide (82.6 g, 0.49 mol) was added dropwise with mild intermittent cooling. The reaction mixture was stirred an additional 1.5 h and 1 L of water was added.... Starting materials: NC1=NC=C(C=C1OC=1C=C(C(=O)OCC)C=CC1Cl)Br (Ethyl 3-(2-amino-5-bromopyridin-3-yloxy)-4-chlorobenzoate), C(C1=CC=CC=C1)(=O)N=C=S (benzoyl isothiocyanate). Solvent: C1CCOC1 (THF). Conditions: time 18 hour. Product: C(C1=CC=CC=C1)(=O)NC(NC1=NC=C(C=C1OC=1C=C(C(=O)OCC)C=CC1Cl)Br)=S (ethyl 3-(2-(3-benzoylthioureido)-5-bromopyridin-3-yloxy)-4-chlorobenzoate). Isolated yield 51.0%. As a reaction SMILES: [NH2:1][C:2]1[C:7]([O:8][C:9]2[CH:10]=[C:11]([CH:17]=[CH:18][C:19]=2[Cl:20])[C:12]([O:14][CH2:15][CH3:16])=[O:13])=[CH:6][C:5]([Br:21])=[CH:4][N:3]=1.[C:22]([N:30]=[C:31]=[S:32])(=[O:29])[C:23]1[CH:28]=[CH:27][CH:26]=[CH:25][CH:24]=1>C1COCC1>[C:22]([NH:30][C:31](=[S:32])[NH:1][C:2]1[C:7]([O:8][C:9]2[CH:10]=[C:11]([CH:17]=[CH:18][C:19]=2[Cl:20])[C:12]([O:14][CH2:15][CH3:16])=[O:13])=[CH:6][C:5]([Br:21])=[CH:4][N:3]=1)(=[O:29])[C:23]1[CH:28]=[CH:27][CH:26]=[CH:25][CH:24]=1. Procedure details: Ethyl 3-(2-amino-5-bromopyridin-3-yloxy)-4-chlorobenzoate (9.645 g, 25.95 mmol) and benzoyl isothiocyanate (4.659 g, 28.55 mmol) were placed in THF (250 mL) and the reaction mixture was stirred at room temperature for 18 hours, then heated at 55° C. for two days. THF was removed and the residue was purified by silica gel chromatography (5-25% EtOAc in hexane) to provide ethyl 3-(2-(3-benzoylthioureido)-5-bromopyridin-3-yloxy)-4-chlorobenzoate (7.08 g, 51.0%) as a yellow solid.